Dataset: the Open Reaction Database (ORD), a public repository of structured organic reaction records. Task: describe an organic reaction: reactants, conditions, products, and yield The reactants are [Si](C)(C)(C(C)(C)C)OC[C@H](CNC(OC(C)(C)C)=O)NC1=C(C=NC2=CC=CC=C12)[N+](=O)[O-] (tert-Butyl (2S)-3-{[tert-butyl(dimethyl)silyl]oxy}-2-[(3-nitroquinolin-4-yl)amino]propylcarbamate). The reagents and catalysts are [Pt] (Platinum on carbon). The solvent is C1(=CC=CC=C1)C (toluene). Conditions: time 8 hour. Product: NC=1C=NC2=CC=CC=C2C1N[C@@H](CNC(OC(C)(C)C)=O)CO[Si](C)(C)C(C)(C)C (tert-butyl (2S)-2-[(3-aminoquinolin-4-yl)amino]-3-{[tert-butyl(dimethyl)silyl]oxy}propylcarbamate). Yield: 100.0%. Reaction SMILES: [Si:1]([O:8][CH2:9][C@@H:10]([NH:20][C:21]1[C:30]2[C:25](=[CH:26][CH:27]=[CH:28][CH:29]=2)[N:24]=[CH:23][C:22]=1[N+:31]([O-])=O)[CH2:11][NH:12][C:13](=[O:19])[O:14][C:15]([CH3:18])([CH3:17])[CH3:16])([C:4]([CH3:7])([CH3:6])[CH3:5])([CH3:3])[CH3:2]>C1(C)C=CC=CC=1.[Pt]>[NH2:31][C:22]1[CH:23]=[N:24][C:25]2[C:30]([C:21]=1[NH:20][C@H:10]([CH2:9][O:8][Si:1]([C:4]([CH3:7])([CH3:6])[CH3:5])([CH3:2])[CH3:3])[CH2:11][NH:12][C:13](=[O:19])[O:14][C:15]([CH3:18])([CH3:17])[CH3:16])=[CH:29][CH:28]=[CH:27][CH:26]=2. Procedure: tert-Butyl (2S)-3-{[tert-butyl(dimethyl)silyl]oxy}-2-[(3-nitroquinolin-4-yl)amino]propylcarbamate (4.84 g, 10.1 mmol) was dissolved in 150 mL of toluene and the solution was placed in a pressure bottle. Platinum on carbon (5%, 680 mg) was then added and the reaction mixture was shaken under H2 at 52 PSI (3.6×105 Pa). After 8 hours, the reaction mixture was then filtered through a pad of CELITE filter agent. The pad was rinsed with 2-propanol and the combined filtrates were concentrated under red... The reactants are C(C1=CC=CC=C1)=O (benzaldehyde), N1CC(C(=O)O)CCC1 (Nipecotic acid), C(C1=CC=CC=C1)=O (benzaldehyde). Reagents/catalysts: [C].[Pd] (palladium-carbon), [C].[Pd] (palladium-carbon). Run in CO (methanol). Yields the product C(C1=CC=CC=C1)N1CC(CCC1)C(=O)O (1-Benzylpiperidine-3-carboxylic acid). The yield is 63.0%. Reaction SMILES: [NH:1]1[CH2:9][CH2:8][CH2:7][CH:3]([C:4]([OH:6])=[O:5])[CH2:2]1.[CH:10](=O)[C:11]1[CH:16]=[CH:15][CH:14]=[CH:13][CH:12]=1>CO.[C].[Pd]>[CH2:10]([N:1]1[CH2:9][CH2:8][CH2:7][CH:3]([C:4]([OH:6])=[O:5])[CH2:2]1)[C:11]1[CH:16]=[CH:15][CH:14]=[CH:13][CH:12]=1 |f:3.4|. Procedure details: Nipecotic acid (1.31 g, 10.2 mmol), benzaldehyde (1.12 g, 10.6 mmol) and 5% palladium-carbon (0.18 g) in methanol (10 mL) was stirred at room temperature for one day under a hydrogen atmosphere. The reaction mixture was filtered, and the filtrate was concentrated under reduced pressure. The resulting residue was dissolved in methanol (50 mL) was stirred with benzaldehyde (4.40 g, 41.5 mmol) and 5% palladium-carbon (0.118 g) at room temperature for one day. The reaction mixture was filtered, and ... The reactants are COc1ccc(OCC2CO2)cc1, Cc1ccccc1, c1ccc2c(c1)Cn1cccc1C(C1CCNCC1)O2. Product: COc1ccc(OCC(O)CN2CCC(C3Oc4ccccc4Cn4cccc43)CC2)cc1. RXN SMILES: [CH3:21][O:22][c:23]1[cH:24][cH:25][c:26]([O:29][CH2:30][CH:31]2[CH2:32][O:33]2)[cH:27][cH:28]1.[CH3:34][c:35]1[cH:36][cH:37][cH:38][cH:39][cH:40]1.[NH:1]1[CH2:2][CH2:3][CH:4]([CH:7]2[O:8][c:9]3[c:10]([cH:17][cH:18][cH:19][cH:20]3)[CH2:11][n:12]3[c:13]2[cH:14][cH:15][cH:16]3)[CH2:5][CH2:6]1>>[N:1]1([CH2:32][CH:31]([CH2:30][O:29][c:26]2[cH:25][cH:24][c:23]([O:22][CH3:21])[cH:28][cH:27]2)[OH:33])[CH2:2][CH2:3][CH:4]([CH:7]2[O:8][c:9]3[c:10]([cH:17][cH:18][cH:19][cH:20]3)[CH2:11][n:12]3[c:13]2[cH:14][cH:15][cH:16]3)[CH2:5][CH2:6]1. Product: CS(=O)(=O)c1cnc2c(c1)cc(-c1ccccn1)n2Cc1ccc(F)cc1. RXN SMILES: [CH3:1][S:2](=[O:3])(=[O:4])[c:5]1[cH:6][c:7]2[c:8]([n:9][cH:10]1)[nH:11][c:12](-[c:14]1[n:15][cH:16][cH:17][cH:18][cH:19]1)[cH:13]2.[CH3:34][N:35]([CH3:36])[CH:37]=[O:38].[F:20][c:21]1[cH:22][cH:23][c:24]([CH2:25][Br:26])[cH:27][cH:28]1.[H-:39].[Na+:29].[Na+:40].[OH:30][C:31](=[O:32])[O-:33]>>[CH3:1][S:2](=[O:3])(=[O:4])[c:5]1[cH:6][c:7]2[c:8]([n:9][cH:10]1)[n:11]([CH2:25][c:24]1[cH:23][cH:22][c:21]([F:20])[cH:28][cH:27]1)[c:12](-[c:14]1[n:15][cH:16][cH:17][cH:18][cH:19]1)[cH:13]2. The reactants are CS(=O)(=O)c1cnc2[nH]c(-c3ccccn3)cc2c1, CN(C)C=O, Fc1ccc(CBr)cc1, [H-], [Na+], [Na+], O=C([O-])O. The product is Cc1cc(C(=O)NC2(c3nc4cc(Cl)ccc4[nH]3)CCCCC2)ccc1C(=O)N1CCCC1. RXN SMILES: [B-:18]([F:19])([F:20])([F:21])[F:22].[CH3:1][c:2]1[cH:3][c:4]([C:5](=[O:6])[OH:7])[cH:8][cH:9][c:10]1[C:11](=[O:12])[N:13]1[CH2:14][CH2:15][CH2:16][CH2:17]1.[CH3:72][CH2:73][O:74][C:75](=[O:76])[CH3:77].[CH:40]([N:41]([CH:42]([CH3:43])[CH3:44])[CH2:45][CH3:46])([CH3:47])[CH3:48].[Cl:49][c:50]1[cH:51][c:52]2[c:53]([nH:54][c:55]([C:57]3([NH2:63])[CH2:58][CH2:59][CH2:60][CH2:61][CH2:62]3)[n:56]2)[cH:64][cH:65]1.[Cl:66].[O:67]1[CH2:68][CH2:69][CH2:70][CH2:71]1.[n:23]1([O:24][C:25]([N:26]([CH3:27])[CH3:28])=[N+:29]([CH3:30])[CH3:31])[c:32]2[cH:33][cH:34][cH:35][cH:36][c:37]2[n:38][n:39]1>>[CH3:1][c:2]1[cH:3][c:4]([C:5](=[O:7])[NH:63][C:57]2([c:55]3[nH:54][c:53]4[c:52]([cH:51][c:50]([Cl:49])[cH:65][cH:64]4)[n:56]3)[CH2:58][CH2:59][CH2:60][CH2:61][CH2:62]2)[cH:8][cH:9][c:10]1[C:11](=[O:12])[N:13]1[CH2:14][CH2:15][CH2:16][CH2:17]1. The reactants are F[B-](F)(F)F, Cc1cc(C(=O)O)ccc1C(=O)N1CCCC1, CCOC(C)=O, CCN(C(C)C)C(C)C, NC1(c2nc3cc(Cl)ccc3[nH]2)CCCCC1, Cl, C1CCOC1, CN(C)C(On1nnc2ccccc21)=[N+](C)C. The reactants are CCCCCCCCCCc1ccc2nc(-c3ccc(O)cc3)ccc2c1, CCCCO, CCCCCBr, [K+], [OH-], O. Yields the product CCCCCCCCCCc1ccc2nc(-c3ccc(OCCCCC)cc3)ccc2c1. Reaction SMILES: [CH2:1]([CH2:2][CH2:3][CH2:4][CH2:5][CH2:6][CH2:7][CH2:8][CH2:9][CH3:10])[c:11]1[cH:12][c:13]2[cH:14][cH:15][c:16](-[c:21]3[cH:22][cH:23][c:24]([OH:27])[cH:25][cH:26]3)[n:17][c:18]2[cH:19][cH:20]1.[CH2:30]([OH:31])[CH2:32][CH2:33][CH3:34].[CH2:35]([CH2:36][CH2:37][CH2:38][CH3:39])[Br:40].[K+:29].[OH-:28].[OH2:41]>>[CH2:1]([CH2:2][CH2:3][CH2:4][CH2:5][CH2:6][CH2:7][CH2:8][CH2:9][CH3:10])[c:11]1[cH:12][c:13]2[cH:14][cH:15][c:16](-[c:21]3[cH:22][cH:23][c:24]([O:27][CH2:35][CH2:36][CH2:37][CH2:38][CH3:39])[cH:25][cH:26]3)[n:17][c:18]2[cH:19][cH:20]1. The reactants are CCC(Br)CC, CSCC1(C)CC(c2cccc(Cl)c2)C(c2ccc(Cl)cc2)NC1=O, [H-], [Na+], O. The product is CCC(CC)N1C(=O)C(C)(CSC)CC(c2cccc(Cl)c2)C1c1ccc(Cl)cc1. As a reaction SMILES: [Br:28][CH:29]([CH2:30][CH3:31])[CH2:32][CH3:33].[Cl:3][c:4]1[cH:5][c:6]([CH:10]2[CH2:11][C:12]([CH2:24][S:25][CH3:26])([CH3:27])[C:13](=[O:23])[NH:14][CH:15]2[c:16]2[cH:17][cH:18][c:19]([Cl:22])[cH:20][cH:21]2)[cH:7][cH:8][cH:9]1.[H-:2].[Na+:1].[OH2:34]>>[Cl:3][c:4]1[cH:5][c:6]([CH:10]2[CH2:11][C:12]([CH2:24][S:25][CH3:26])([CH3:27])[C:13](=[O:23])[N:14]([CH:29]([CH2:30][CH3:31])[CH2:32][CH3:33])[CH:15]2[c:16]2[cH:17][cH:18][c:19]([Cl:22])[cH:20][cH:21]2)[cH:7][cH:8][cH:9]1.